From a dataset of the Open Reaction Database (ORD), a public repository of structured organic reaction records. describe an organic reaction: reactants, conditions, products, and yield The reactants are FC1=CC=C(C=C1)C1=NN=C(S1)C(CC)=O (1-(5-(4-fluorophenyl)-1,3,4-thiadiazole-2-yl)propan-1-one), IC1=CC=NC=C1 (4-iodo pyridine), [Li]CCCC (n-BuLi), CCCCCC (hexane). Solvent: C1CCOC1 (THF), C1CCOC1 (THF). Conditions: temperature -78 celsius, time 1 hour. Product: FC1=CC=C(C=C1)C1=NN=C(S1)C(CC)(O)C1=CC=NC=C1 (1-(5-(4-fluorophenyl)-1,3,4-thiadiazol-2-yl)-1-(pyridin-4-yl)propan-1-ol). Isolated yield 16.5%. Reaction SMILES: I[C:2]1[CH:7]=[CH:6][N:5]=[CH:4][CH:3]=1.[Li]CCCC.CCCCCC.[F:19][C:20]1[CH:25]=[CH:24][C:23]([C:26]2[S:30][C:29]([C:31](=[O:34])[CH2:32][CH3:33])=[N:28][N:27]=2)=[CH:22][CH:21]=1>C1COCC1>[F:19][C:20]1[CH:21]=[CH:22][C:23]([C:26]2[S:30][C:29]([C:31]([C:2]3[CH:7]=[CH:6][N:5]=[CH:4][CH:3]=3)([OH:34])[CH2:32][CH3:33])=[N:28][N:27]=2)=[CH:24][CH:25]=1. Procedure details: To a solution of 4-iodo pyridine (0.142 g, 0.635 mmol) in THF (12 mL) at −78° C. was added n-BuLi in hexane (1.6 M, 0.582 mL, 0.8474 mmol) and the mixture stirred for 30 min A solution of 1-(5-(4-fluorophenyl)-1,3,4-thiadiazole-2-yl)propan-1-one (0.1 g, 0.4237 mmol) in THF (8 mL) was added to above solution at −78° C. and the mixture stirred for 1 hour at −78° C. The reaction mixture was quenched with saturated ammonium chloride solution (20 mL) and diluted with water (25 mL). The reaction mixtu... The reactants are CC(C)(C)OC(=O)NC(C)(C)c1ccc(-c2nc(Cl)ncc2Cl)cc1, C1CCOC1, [H-], Nc1ccc(-n2ccnc2)cc1, [Na+]. The product is CC(C)(C)OC(=O)NC(C)(C)c1ccc(-c2nc(Nc3ccc(-n4ccnc4)cc3)ncc2Cl)cc1. As a reaction SMILES: [C:3]([CH3:4])([CH3:5])([CH3:6])[O:7][C:8](=[O:9])[NH:10][C:11]([CH3:12])([CH3:13])[c:14]1[cH:15][cH:16][c:17](-[c:20]2[n:21][c:22]([Cl:27])[n:23][cH:24][c:25]2[Cl:26])[cH:18][cH:19]1.[CH2:40]1[O:41][CH2:42][CH2:43][CH2:44]1.[H-:1].[NH2:28][c:29]1[cH:30][cH:31][c:32](-[n:35]2[cH:36][n:37][cH:38][cH:39]2)[cH:33][cH:34]1.[Na+:2]>>[C:3]([CH3:4])([CH3:5])([CH3:6])[O:7][C:8](=[O:9])[NH:10][C:11]([CH3:12])([CH3:13])[c:14]1[cH:15][cH:16][c:17](-[c:20]2[n:21][c:22]([NH:28][c:29]3[cH:30][cH:31][c:32](-[n:35]4[cH:36][n:37][cH:38][cH:39]4)[cH:33][cH:34]3)[n:23][cH:24][c:25]2[Cl:26])[cH:18][cH:19]1. Reactants: [Al+3], C1CCOC1, O=C1CC2CCCC(CN1)N2Cc1ccccc1, [H-], [H-], [H-], [H-], [Li+], O. Yields the product c1ccc(CN2C3CCCC2CNCC3)cc1. RXN SMILES: [Al+3:2].[CH2:26]1[O:27][CH2:28][CH2:29][CH2:30]1.[CH2:7]([c:8]1[cH:9][cH:10][cH:11][cH:12][cH:13]1)[N:14]1[CH:15]2[CH2:16][NH:17][C:18](=[O:24])[CH2:19][CH:20]1[CH2:21][CH2:22][CH2:23]2.[H-:1].[H-:4].[H-:5].[H-:6].[Li+:3].[OH2:25]>>[CH2:7]([c:8]1[cH:9][cH:10][cH:11][cH:12][cH:13]1)[N:14]1[CH:15]2[CH2:16][NH:17][CH2:18][CH2:19][CH:20]1[CH2:21][CH2:22][CH2:23]2. Starting materials: CCOC(=O)C(C)(C)Oc1ccc(CN)cc1C, Cc1nc(-c2ccc(C(F)(F)F)cc2)ccc1C(=O)O, COC(=O)c1ccc(-c2ccc(C(F)(F)F)cc2)nc1C. The product is CCOC(=O)C(C)(C)Oc1ccc(CNC(=O)c2ccc(-c3ccc(C(F)(F)F)cc3)nc2C)cc1C. RXN SMILES: [CH2:1]([CH3:2])[O:3][C:4]([C:5]([CH3:6])([CH3:7])[O:8][c:9]1[c:10]([CH3:17])[cH:11][c:12]([CH2:15][NH2:16])[cH:13][cH:14]1)=[O:18].[CH3:19][c:20]1[c:21]([C:22](=[O:23])[OH:24])[cH:25][cH:26][c:27](-[c:29]2[cH:30][cH:31][c:32]([C:35]([F:36])([F:37])[F:38])[cH:33][cH:34]2)[n:28]1.[CH3:39][O:40][C:41](=[O:42])[c:43]1[cH:44][cH:45][c:46](-[c:47]2[cH:48][cH:49][c:50]([C:51]([F:52])([F:53])[F:54])[cH:55][cH:56]2)[n:57][c:58]1[CH3:59]>>[CH2:1]([CH3:2])[O:3][C:4]([C:5]([CH3:6])([CH3:7])[O:8][c:9]1[c:10]([CH3:17])[cH:11][c:12]([CH2:15][NH:16][C:22]([c:21]2[c:20]([CH3:19])[n:28][c:27](-[c:29]3[cH:30][cH:31][c:32]([C:35]([F:36])([F:37])[F:38])[cH:33][cH:34]3)[cH:26][cH:25]2)=[O:23])[cH:13][cH:14]1)=[O:18].